From a dataset of the Open Reaction Database (ORD), a public repository of structured organic reaction records. describe an organic reaction: reactants, conditions, products, and yield Starting materials: C(CCC)[Li] (n-butyllithium), C(C)(C)NC(C)C (diisopropylamine), C(=O)=O (dry ice), C(C1=CC=CC=C1)N(C1=C(C=CC(=C1)Br)F)CC1=CC=CC=C1 (dibenzyl-(5-bromo-2-fluorophenyl)-amine), C(C)(C)[N-]C(C)C.[Li+] (lithium diisopropylamide). Solvent: C1CCOC1 (THF), C1CCOC1 (THF), C1CCOC1 (THF). Reaction conditions: time 45 minute. The product is BrC=1C=C(C(=C(C(=O)O)C1)F)N(CC1=CC=CC=C1)CC1=CC=CC=C1 (5-Bromo-3-dibenzylamino-2-fluorobenzoic acid). Yield: 40.0%. RXN SMILES: [CH2:1]([N:8]([CH2:17][C:18]1[CH:23]=[CH:22][CH:21]=[CH:20][CH:19]=1)[C:9]1[CH:14]=[C:13]([Br:15])[CH:12]=[CH:11][C:10]=1[F:16])[C:2]1[CH:7]=[CH:6][CH:5]=[CH:4][CH:3]=1.C([N-]C(C)C)(C)C.[Li+].C([Li])CCC.C(NC(C)C)(C)C.[C:44](=[O:46])=[O:45]>C1COCC1>[Br:15][C:13]1[CH:14]=[C:9]([N:8]([CH2:1][C:2]2[CH:3]=[CH:4][CH:5]=[CH:6][CH:7]=2)[CH2:17][C:18]2[CH:23]=[CH:22][CH:21]=[CH:20][CH:19]=2)[C:10]([F:16])=[C:11]([CH:12]=1)[C:44]([OH:46])=[O:45] |f:1.2|. Reported procedure: Add dropwise a solution of dibenzyl-(5-bromo-2-fluorophenyl)-amine (4.00 g, 10.8 mmol) in THF (12 mL) to a solution of lithium diisopropylamide, freshly prepared by adding n-butyllithium (1.6 M in hexanes, 7.09 mL, 11.3 mmol) to diisopropylamine (1.74 mL, 12.4 mmol) in THF (25 mL) at −78° C. Stir the resulting yellow solution at −78 C for 45 min. Pour into a dry ice slurry containing about 100 g in dry THF (40 mL). Stir the solution until it reaches room temperature. Concentrate the solution and...